From a dataset of the Open Reaction Database (ORD), a public repository of structured organic reaction records. describe an organic reaction: reactants, conditions, products, and yield Reactants: CC(C)CCON=O, CCO, COC(=O)c1snc(-c2cccc(C(F)(F)F)c2)c1N, C1CCOC1, O. The product is COC(=O)c1cc(-c2cccc(C(F)(F)F)c2)ns1. As a reaction SMILES: [CH3:21][CH:22]([CH2:23][CH2:24][O:25][N:26]=[O:27])[CH3:28].[CH3:34][CH2:35][OH:36].[F:1][C:2]([c:3]1[cH:4][c:5](-[c:9]2[n:10][s:11][c:12]([C:15](=[O:16])[O:17][CH3:18])[c:13]2[NH2:14])[cH:6][cH:7][cH:8]1)([F:19])[F:20].[O:29]1[CH2:30][CH2:31][CH2:32][CH2:33]1.[OH2:37]>>[F:1][C:2]([c:3]1[cH:4][c:5](-[c:9]2[n:10][s:11][c:12]([C:15](=[O:16])[O:17][CH3:18])[cH:13]2)[cH:6][cH:7][cH:8]1)([F:19])[F:20]. Starting materials: C1CCC2=NCCCN2CC1, O=C(O)c1cn(C2CC2)c2c(F)c(F)c(F)cc2c1=O, Cl, c1ccncc1, c1cn(C2CCNC2)nn1. Product: O=C(O)c1cn(C2CC2)c2c(F)c(N3CCC(n4ccnn4)C3)c(F)cc2c1=O. Reaction SMILES: [CH2:21]1[CH2:22][CH2:23][C:24]2=[N:29][CH2:28][CH2:27][CH2:26][N:25]2[CH2:30][CH2:31]1.[CH:1]1([n:4]2[cH:5][c:6]([C:18](=[O:19])[OH:20])[c:7](=[O:17])[c:8]3[cH:9][c:10]([F:16])[c:11]([F:15])[c:12]([F:14])[c:13]23)[CH2:2][CH2:3]1.[ClH:32].[cH:43]1[cH:44][cH:45][n:46][cH:47][cH:48]1.[n:33]1([CH:38]2[CH2:39][NH:40][CH2:41][CH2:42]2)[n:34][n:35][cH:36][cH:37]1>>[CH:1]1([n:4]2[cH:5][c:6]([C:18](=[O:19])[OH:20])[c:7](=[O:17])[c:8]3[cH:9][c:10]([F:16])[c:11]([N:40]4[CH2:39][CH:38]([n:33]5[n:34][n:35][cH:36][cH:37]5)[CH2:42][CH2:41]4)[c:12]([F:14])[c:13]23)[CH2:2][CH2:3]1. Reactants: C1COCCN1, CCC(C=O)N1C(=O)C(CC(=O)OC(C)(C)C)CC(c2cccc(Cl)c2)C1c1ccc(Cl)cc1. Yields the product CCC(CN1CCOCC1)N1C(=O)C(CC(=O)OC(C)(C)C)CC(c2cccc(Cl)c2)C1c1ccc(Cl)cc1. As a reaction SMILES: [CH2:35]1[CH2:36][O:37][CH2:38][CH2:39][NH:40]1.[Cl:1][c:2]1[cH:3][c:4]([CH:8]2[CH2:9][CH:10]([CH2:27][C:28](=[O:29])[O:30][C:31]([CH3:32])([CH3:33])[CH3:34])[C:11](=[O:26])[N:12]([CH:21]([CH:22]=[O:23])[CH2:24][CH3:25])[CH:13]2[c:14]2[cH:15][cH:16][c:17]([Cl:20])[cH:18][cH:19]2)[cH:5][cH:6][cH:7]1>>[Cl:1][c:2]1[cH:3][c:4]([CH:8]2[CH2:9][CH:10]([CH2:27][C:28](=[O:29])[O:30][C:31]([CH3:32])([CH3:33])[CH3:34])[C:11](=[O:26])[N:12]([CH:21]([CH2:22][N:40]3[CH2:35][CH2:36][O:37][CH2:38][CH2:39]3)[CH2:24][CH3:25])[CH:13]2[c:14]2[cH:15][cH:16][c:17]([Cl:20])[cH:18][cH:19]2)[cH:5][cH:6][cH:7]1. Starting materials: C(C)(=O)NCC1=CC=C(C=C1)C(C(=O)O)(C)C (2-(4-acetylaminomethylphenyl)-2-methylpropionic acid), CN(C=O)C (dimethylformamide), C(OCC)(=O)Cl (ethyl chlorocarbonate), [N-]=[N+]=[N-].[Na+] (sodium azide), ice water. Run in CC(=O)C (acetone), C(C)N(CC)CC (triethylamine), CC(=O)C (acetone), O (water). Conditions: temperature 0 celsius, time 15 minute. Product: C(C1=CC=CC=C1)OC(=O)NC(C)(C)C1=CC=C(C=C1)CNC(C)=O (N-(4-(1-Benzyloxycarbonylamino-1-methylethyl)phenylmethyl)acetamide). RXN SMILES: [C:1]([NH:4][CH2:5][C:6]1[CH:11]=[CH:10][C:9]([C:12]([CH3:17])([CH3:16])C(O)=O)=[CH:8][CH:7]=1)(=[O:3])[CH3:2].C[N:19](C)[CH:20]=[O:21].C(Cl)(=O)[O:24][CH2:25][CH3:26].[N-]=[N+]=[N-].[Na+]>CC(C)=O.O.C(N(CC)CC)C>[CH2:25]([O:24][C:20]([NH:19][C:12]([C:9]1[CH:8]=[CH:7][C:6]([CH2:5][NH:4][C:1](=[O:3])[CH3:2])=[CH:11][CH:10]=1)([CH3:16])[CH3:17])=[O:21])[C:26]1[CH:10]=[CH:11][CH:6]=[CH:7][CH:8]=1 |f:3.4|. Reported procedure: To a solution of 2-(4-acetylaminomethylphenyl)-2-methylpropionic acid (14 g) in a mixed solvent of acetone (40 ml) and dimethylformamide (30 ml) was added triethylamine (8.75 ml) under ice-cooling and a solution of ethyl chlorocarbonate (6.76 g) in acetone (20 ml) was added dropwise over 10 min. The mixture was stirred at 0° C. for 15 min. To this solution was added dropwise a solution of sodium azide (4.26 g) in water (28 ml) under ice-cooling over 10 min, and the mixture was stirred for 30 min... The reactants are NC1=C(C=CC(=C1)OC)CCCO (3-(2-amino-4-methoxyphenyl)propan-1-ol), COC1=CC(=C(C=C1)CCCO)[N+](=O)[O-] (3-(4-methoxy-2-nitrophenyl)propan-1-ol). Product: COC1=CC(=C(C=C1)/C=C/C(=O)O)[N+](=O)[O-] ((2E)-3-(4-methoxy-2-nitrophenyl)acrylic acid). RXN SMILES: NC1C=C([O:8]C)C=CC=1CCCO.[CH3:14][O:15][C:16]1[CH:21]=[CH:20][C:19]([CH2:22][CH2:23][CH2:24][OH:25])=[C:18]([N+:26]([O-:28])=[O:27])[CH:17]=1>>[CH3:14][O:15][C:16]1[CH:21]=[CH:20][C:19](/[CH:22]=[CH:23]/[C:24]([OH:8])=[O:25])=[C:18]([N+:26]([O-:28])=[O:27])[CH:17]=1. Procedure: In particular, 3-(2-amino-4-methoxyphenyl)propan-1-ol may be prepared by hydrogenation of 3-(4-methoxy-2-nitrophenyl)propan-1-ol obtained by reduction of (2E)-3-(4-methoxy-2-nitrophenyl)acrylic acid, resulting from the condensation of malonic acid with 4-methoxy-2-nitrobenzaldehyde. The latter may prepared by hydrolysis of 1-(dibromomethyl)-4-methoxy-2-nitrobenzene obtained by dibromination of 4-methyl 3-nitroanisole. Similarly, 2-[3-(dimethylamino)propyl]-5-methoxyaniline may be prepared by hyd... The reactants are CC1=C(C=CC(=C1)C)NCC(C)C ((2,4-dimethylphenyl)(2-methylpropyl)amine), N=1NN=NC1C1=CC=C(C=C1)S(=O)(=O)Cl (4-(2H-tetrazol-5-yl)benzene-1-sulfonyl chloride). Solvent: N1=CC=CC=C1 (pyridine). Run at temperature 20 celsius, time 30 minute. The product is CC1=C(C=CC(=C1)C)N(S(=O)(=O)C1=CC=C(C=C1)C=1N=NNN1)CC(C)C (N-(2,4-dimethylphenyl)-N-isobutyl-4-(2H-tetrazol-5-yl)benzenesulfonamide). Reaction SMILES: [CH3:1][C:2]1[CH:7]=[C:6]([CH3:8])[CH:5]=[CH:4][C:3]=1[NH:9][CH2:10][CH:11]([CH3:13])[CH3:12].[N:14]1[NH:15][N:16]=[N:17][C:18]=1[C:19]1[CH:24]=[CH:23][C:22]([S:25](Cl)(=[O:27])=[O:26])=[CH:21][CH:20]=1>N1C=CC=CC=1>[CH3:1][C:2]1[CH:7]=[C:6]([CH3:8])[CH:5]=[CH:4][C:3]=1[N:9]([CH2:10][CH:11]([CH3:13])[CH3:12])[S:25]([C:22]1[CH:21]=[CH:20][C:19]([C:18]2[N:14]=[N:15][NH:16][N:17]=2)=[CH:24][CH:23]=1)(=[O:27])=[O:26]. Procedure details: To a solution of (2,4-dimethylphenyl)(2-methylpropyl)amine (100 mg, 0.564 mmol) in pyridine (2 mL) was added 4-(2H-tetrazol-5-yl)benzene-1-sulfonyl chloride (138 mg, 0.564 mmol) and the mixture stirred at 20° C. for 30 minutes, then stood at room temperature, in air, for 16 hours. The crude was then purified by flash silica (Si) chromatography (using a 25-100% ethyl acetate-cyclohexane gradient) to give a colourless gum. This was further dried under a stream of nitrogen, then under vacuum for 3 ... Starting materials: C(C)O (ethanol), COC=1C=C(N)C=C(C1OC)OC (3,4,5-trimethoxyaniline), C([O-])([O-])=O.[K+].[K+] (potassium carbonate), CC=1C=C(C=C(C1)C)NC1=NC=C(C(=N1)N1N=C(C(=C1)CO)C)F ((1-(2-(3,5-dimethylphenylamino)-5-fluoropyrimidin-4-yl)-3-methyl-1H-pyrazol-4-yl)methanol), N1(CCNCC1)CCO (2-(piperazin-1-yl)ethanol), CC=1C=C(C=C(C1)C)NC1=NC=C(C(=N1)N1N=C(C(=C1)CO)C)F ((1-(2-(3,5-dimethylphenylamino)-5-fluoropyrimidin-4-yl)-3-methyl-1H-pyrazol-4-yl)methanol), [BH-](OC(=O)C)(OC(=O)C)OC(=O)C.[Na+] (NaBH(OAc)3), 5. The reagents and catalysts are C1=CC=C(C=C1)P([C-]2C=CC=C2)C3=CC=CC=C3.C1=CC=C(C=C1)P([C-]2C=CC=C2)C3=CC=CC=C3.Cl[Pd]Cl.[Fe+2] (Pd(dppf)Cl2). Solvent: O1CCOCC1 (dioxane), ClCCl (dichloromethane). Conditions: time 3 hour. The product is CC=1C(=CN(C1)C1=NC(=NC=C1C)NC1=CC(=C(C(=C1)OC)OC)OC)CN1CCN(CC1)CCO (2-(4-((4-methyl-1-(5-methyl-2-(3,4,5-trimethoxyphenylamino)pyrimidin-4-yl)-1H-pyrrol-3-yl)methyl)piperazin-1-yl)ethanol). Isolated yield 74.5%. RXN SMILES: CC1C=C(N[C:10]2[N:15]=[C:14]([N:16]3[CH:20]=[C:19]([CH2:21]O)C(C)=N3)C(F)=[CH:12][N:11]=2)C=C(C)C=1.[N:25]1([CH2:31][CH2:32][OH:33])[CH2:30][CH2:29][NH:28][CH2:27][CH2:26]1.[BH-](O[C:44]([CH3:46])=O)(OC(C)=O)OC(C)=O.[Na+].[CH2:48](O)[CH3:49].[CH3:51][O:52][C:53]1[CH:54]=[C:55]([CH:57]=[C:58]([O:62][CH3:63])[C:59]=1[O:60][CH3:61])[NH2:56].[C:64](=O)([O-])[O-].[K+].[K+]>ClCCl.C1C=CC(P(C2C=CC=CC=2)[C-]2C=CC=C2)=CC=1.C1C=CC(P(C2C=CC=CC=2)[C-]2C=CC=C2)=CC=1.Cl[Pd]Cl.[Fe+2].O1CCOCC1>[CH3:21][C:19]1[C:44]([CH2:46][N:28]2[CH2:29][CH2:30][N:25]([CH2:31][CH2:32][OH:33])[CH2:26][CH2:27]2)=[CH:64][N:16]([C:14]2[C:48]([CH3:49])=[CH:12][N:11]=[C:10]([NH:56][C:55]3[CH:57]=[C:58]([O:62][CH3:63])[C:59]([O:60][CH3:61])=[C:53]([O:52][CH3:51])[CH:54]=3)[N:15]=2)[CH:20]=1 |f:2.3,6.7.8,10.11.12.13|. Procedure: To a solution of Intermediate No. 2 (0.70 g, 2.92 mmol) in 30 mL of dichloroethane (DCE), was added MnO2 (2.67 g, 17.5 mmol). After being stirred for 4 hours at 70° C., the reaction mixture was passed through a pad of Celite and rinsed with dichloromethane. The filtrate was concentrated in vacuo to give a desired Intermediate No. 4 as a pale yellow solid (0.6 g, 87%). A solution of Intermediate No. 4 (311 mg, 1.32 mmol) and 2-(piperazin-1-yl)ethanol (0.23 g, 1.77 mmol) in 10 mL of dichloromethan... Starting materials: O=C([O-])O, CCOC(C)=O, COc1ccc(C(O)C(N)Cc2ccc(C(F)(F)F)cc2)cc1, [Na+], O, O=C(Cl)CCc1ccccc1. Yields the product COc1ccc(C(O)C(Cc2ccc(C(F)(F)F)cc2)NC(=O)CCc2ccccc2)cc1. Reaction SMILES: [C:35](=[O:36])([O-:37])[OH:38].[CH3:40][CH2:41][O:42][C:43](=[O:44])[CH3:45].[NH2:1][CH:2]([CH:3]([OH:4])[c:5]1[cH:6][cH:7][c:8]([O:11][CH3:12])[cH:9][cH:10]1)[CH2:13][c:14]1[cH:15][cH:16][c:17]([C:20]([F:21])([F:22])[F:23])[cH:18][cH:19]1.[Na+:39].[OH2:46].[c:24]1([CH2:30][CH2:31][C:32](=[O:33])[Cl:34])[cH:25][cH:26][cH:27][cH:28][cH:29]1>>[NH:1]([CH:2]([CH:3]([OH:4])[c:5]1[cH:6][cH:7][c:8]([O:11][CH3:12])[cH:9][cH:10]1)[CH2:13][c:14]1[cH:15][cH:16][c:17]([C:20]([F:21])([F:22])[F:23])[cH:18][cH:19]1)[C:32]([CH2:31][CH2:30][c:24]1[cH:25][cH:26][cH:27][cH:28][cH:29]1)=[O:33]. Reactants: N1[C@@H](CCC1=O)C(=O)O (Pyroglutamic acid), C(=O)(OCC1=CC=CC=C1)N1CCNCC1 (N-carbobenzoxypiperazine), C1(CCCCC1)N=C=NC1CCCCC1 (dicyclohexylcarbodiimide). Run in C(C)#N (acetonitrile). Yields the product C(=O)(OCC1=CC=CC=C1)N1CCN(CC1)C(=O)C1CCC(N1)=O (N-carbobenzoxy-N'-(2-pyrrolidon-5-carbonyl)piperazine). The yield is 85.5%. Reaction SMILES: [NH:1]1[C:5](=[O:6])[CH2:4][CH2:3][C@H:2]1[C:7]([OH:9])=O.[C:10]([N:20]1[CH2:25][CH2:24][NH:23][CH2:22][CH2:21]1)([O:12][CH2:13][C:14]1[CH:19]=[CH:18][CH:17]=[CH:16][CH:15]=1)=[O:11].C1(N=C=NC2CCCCC2)CCCCC1>C(#N)C>[C:10]([N:20]1[CH2:21][CH2:22][N:23]([C:7]([CH:2]2[NH:1][C:5](=[O:6])[CH2:4][CH2:3]2)=[O:9])[CH2:24][CH2:25]1)([O:12][CH2:13][C:14]1[CH:15]=[CH:16][CH:17]=[CH:18][CH:19]=1)=[O:11]. Procedure: Pyroglutamic acid (112.4 g), 147.7 g of N-carbobenzoxypiperazine, 179.7 g of dicyclohexylcarbodiimide and 6.7 liters of acetonitrile were heated to reflux for 6 hours with stirring. The insoluble matters were removed by filtering the reaction mixture and the solvent was evaporated from the filtrate in vacuo. The residue was subjected to a silica gel column chromatography to give 190 g of oily N-carbobenzoxy-N'-(2-pyrrolidon-5-carbonyl)piperazine. Thirty grams of this was dissolved in 450 ml of m... Starting materials: CCOC(=O)C(NC(C)=O)C(=O)OCC, CC[O-], CCO, [Na+], NC(C(=O)O)C(c1ccccc1)c1ccccc1, BrC(c1ccccc1)c1ccccc1. The product is CCOC(=O)C(NC(C)=O)(C(=O)OCC)C(c1ccccc1)c1ccccc1. Reaction SMILES: [C:19]([CH3:20])(=[O:21])[NH:22][CH:23]([C:24](=[O:25])[O:26][CH2:27][CH3:28])[C:29](=[O:30])[O:31][CH2:32][CH3:33].[CH3:49][CH2:50][O-:51].[CH3:52][CH2:53][OH:54].[Na+:48].[c:1]1([CH:7]([CH:8]([C:9]([OH:10])=[O:11])[NH2:12])[c:13]2[cH:14][cH:15][cH:16][cH:17][cH:18]2)[cH:2][cH:3][cH:4][cH:5][cH:6]1.[c:34]1([CH:35]([c:36]2[cH:37][cH:38][cH:39][cH:40][cH:41]2)[Br:42])[cH:43][cH:44][cH:45][cH:46][cH:47]1>>[c:1]1([CH:7]([c:13]2[cH:14][cH:15][cH:16][cH:17][cH:18]2)[C:23]([NH:22][C:19]([CH3:20])=[O:21])([C:24](=[O:25])[O:26][CH2:27][CH3:28])[C:29](=[O:30])[O:31][CH2:32][CH3:33])[cH:2][cH:3][cH:4][cH:5][cH:6]1.